From a dataset of the Open Reaction Database (ORD), a public repository of structured organic reaction records. describe an organic reaction: reactants, conditions, products, and yield The reactants are CC=1C(=NC=CC1)C=1C=C2C=CC=NC2=C(N1)NS(=O)(=O)C1=CC=C(C=C1)NC(CC(=O)OCC)=O (ethyl 3-[[4-[[[6-(3-methyl-2-pyridinyl)-1,7-naphthyridin-8-yl]amino]sulfonyl]-phenyl]amino]-3-oxopropanoate), C(C)(=O)O (acetic acid). The solvent is O (water), [OH-].[Na+] (sodium hydroxide). Yields the product CC=1C(=NC=CC1)C=1C=C2C=CC=NC2=C(N1)NS(=O)(=O)C1=CC=C(C=C1)NC(CC(=O)O)=O (3-[[4-[[[6-(3-methyl-2-pyridinyl)-1,7-naphthyridin-8-yl]amino]sulfonyl]-phenyl]amino]-3-oxopropanoic acid), monohydrate. As a reaction SMILES: [CH3:1][C:2]1[C:3]([C:8]2[CH:9]=[C:10]3[C:15](=[C:16]([NH:18][S:19]([C:22]4[CH:27]=[CH:26][C:25]([NH:28][C:29](=[O:36])[CH2:30][C:31]([O:33]CC)=[O:32])=[CH:24][CH:23]=4)(=[O:21])=[O:20])[N:17]=2)[N:14]=[CH:13][CH:12]=[CH:11]3)=[N:4][CH:5]=[CH:6][CH:7]=1.C(O)(=O)C>[OH-].[Na+].O>[CH3:1][C:2]1[C:3]([C:8]2[CH:9]=[C:10]3[C:15](=[C:16]([NH:18][S:19]([C:22]4[CH:23]=[CH:24][C:25]([NH:28][C:29](=[O:36])[CH2:30][C:31]([OH:33])=[O:32])=[CH:26][CH:27]=4)(=[O:21])=[O:20])[N:17]=2)[N:14]=[CH:13][CH:12]=[CH:11]3)=[N:4][CH:5]=[CH:6][CH:7]=1 |f:2.3|. Procedure: Heat a stirred suspension of ethyl 3-[[4-[[[6-(3-methyl-2-pyridinyl)-1,7-naphthyridin-8-yl]amino]sulfonyl]-phenyl]amino]-3-oxopropanoate (387 mg, 0.765 mmol) in 0.125 N aqueous sodium hydroxide solution at 60° C. for 2 hours. Allow the reaction solution to cool to room temperature, and adjust the pH of the solution to 4-5 by the dropwise addition of glacial acetic acid. Dilute with water (50 mL) and filter. Triturate the isolate solid with methanol (1.5 mL), dilute with water (50 mL), filter and... The reactants are C(C)(C)(C)C1=C(C(=O)O)C=CC(=C1)N(CCN1CCCC1)C(C)=O (tert-butyl 4-[N-acetyl-N-[2-(1-pyrrolidinyl)ethyl]amino]-benzoic acid), FC(C(=O)O)(F)F (trifluoroacetic acid), C(Cl)Cl (methylene chloride). Reaction conditions: time 1 day. Product: Cl.C(C)(=O)N(CCN1CCCC1)C1=CC=C(C(=O)O)C=C1 (4-[N-acetyl-N-[2-(1-pyrrolidinyl)ethyl]amino]benzoate hydrochloride). RXN SMILES: C([C:5]1[CH:13]=[C:12]([N:14]([C:22](=[O:24])[CH3:23])[CH2:15][CH2:16][N:17]2[CH2:21][CH2:20][CH2:19][CH2:18]2)[CH:11]=[CH:10][C:6]=1[C:7]([OH:9])=[O:8])(C)(C)C.FC(F)(F)C(O)=O.C(Cl)[Cl:33]>>[ClH:33].[C:22]([N:14]([C:12]1[CH:11]=[CH:10][C:6]([C:7]([OH:9])=[O:8])=[CH:5][CH:13]=1)[CH2:15][CH2:16][N:17]1[CH2:18][CH2:19][CH2:20][CH2:21]1)(=[O:24])[CH3:23] |f:3.4|. Procedure details: To a solution of tert-butyl 4-[N-acetyl-N-[2-(1-pyrrolidinyl)ethyl]amino]-benzoic acid (37 mg, compound obtained in Reference Example 107) in methylene chloride (0.2 mL) is added trifluoroacetic acid (0.2 mL), and the mixture is shaken at room temperature for one day. The reaction mixture is concentrated and the residue is subjected to azeotropic distillation successively with chloroform, 4N HCl-dioxane and chloroform to give 4-[N-acetyl-N-[2-(1-pyrrolidinyl)ethyl]amino]benzoate hydrochloride. T... Reactants: C(C)N(C(C1=CC(=CC(=C1)OC)OC)=O)CC (N,N-diethyl-3,5-dimethoxybenzamide), BrCC(=C)C (3-bromo-2-methylpropene), CC(C)CSC[C@@H]1[C@H]([C@H]([C@@H](O1)N2C=NC3=C2NC=NC3=O)O)O (Sibi). The product is COC1=C2C=C(C=C(C2=CC(=C1)OC)O)C (5,7-Dimethoxy-3-methyl-1-naphthol). RXN SMILES: C(N(CC)[C:4](=[O:15])[C:5]1[CH:10]=[C:9]([O:11][CH3:12])[CH:8]=[C:7]([O:13][CH3:14])[CH:6]=1)C.Br[CH2:19][C:20]([CH3:22])=[CH2:21].CC(CSC[C@H]1O[C@@H](N2C3NC=NC(=O)C=3N=C2)[C@H](O)[C@@H]1O)C>>[CH3:12][O:11][C:9]1[CH:8]=[C:7]([O:13][CH3:14])[CH:6]=[C:5]2[C:10]=1[CH:19]=[C:20]([CH3:22])[CH:21]=[C:4]2[OH:15]. Yield: 50.0%. Procedure details: 5,7-Dimethoxy-3-methyl-1-naphthol is synthesized from N,N-diethyl-3,5-dimethoxybenzamide and 3-bromo-2-methylpropene according to the method described by Sibi et al. (J. Org. Chem. 1986, Vol. 51, pp. 271-273). The yield is approximately 50%. Starting materials: ClC1=C(C=CC(=C1)Cl)C=1N=C(C(=NC1CC)N[C@@H]1CN(C[C@@H]1OCC)C=1SC=CN1)CC (5-(2,4-dichlorophenyl)-N-[(3R,4S)-4-ethoxy-1-(1,3-thiazol-2-yl)pyrrolidin-3-yl}-3,6-diethylpyrazin-2-amine), C(C)O[C@@H]1[C@@H](CNC1)NC1=NC(=C(N=C1CC)C1=C(C=C(C=C1)OC)C)CC (N-[(3R,4S)-4-ethoxypyrrolidin-3-yl]-3,6-diethyl-5-(4-methoxy-2-methylphenyl)pyrazin-2-amine). Product: C(C)O[C@@H]1[C@@H](CN(C1)C=1SC=CN1)NC1=NC(=C(N=C1CC)C1=C(C=C(C=C1)OC)C)CC (N-[(3R,4S)-4-ethoxy-1-(1,3-thiazol-2-yl)pyrrolidin-3-yl]-3,6-diethyl-5-(4-methoxy-2-methylphenyl)pyrazin-2-amine). Reaction SMILES: ClC1C=C(Cl)C=CC=1C1N=C(CC)C(N[C@H]2[C@@H](OCC)CN([C:26]3[S:27][CH:28]=[CH:29][N:30]=3)C2)=NC=1CC.[CH2:33]([O:35][C@H:36]1[CH2:40][NH:39][CH2:38][C@H:37]1[NH:41][C:42]1[C:47]([CH2:48][CH3:49])=[N:46][C:45]([C:50]2[CH:55]=[CH:54][C:53]([O:56][CH3:57])=[CH:52][C:51]=2[CH3:58])=[C:44]([CH2:59][CH3:60])[N:43]=1)[CH3:34]>>[CH2:33]([O:35][C@H:36]1[CH2:40][N:39]([C:26]2[S:27][CH:28]=[CH:29][N:30]=2)[CH2:38][C@H:37]1[NH:41][C:42]1[C:47]([CH2:48][CH3:49])=[N:46][C:45]([C:50]2[CH:55]=[CH:54][C:53]([O:56][CH3:57])=[CH:52][C:51]=2[CH3:58])=[C:44]([CH2:59][CH3:60])[N:43]=1)[CH3:34]. Reported procedure: Following the procedure for the preparation of 5-(2,4-dichlorophenyl)-N-[(3R,4S)-4-ethoxy-1-(1,3-thiazol-2-yl)pyrrolidin-3-yl}-3,6-diethylpyrazin-2-amine but starting with N-[(3R,4S)-4-ethoxypyrrolidin-3-yl]-3,6-diethyl-5-(4-methoxy-2-methylphenyl)pyrazin-2-amine provided the title compound as an amorphous solid. 1H NMR (CDCl3) δ 1.15, 1.31, 2.13, 2.47, 2.71, 3.45˜3.59, 3.77, 3.85, 4.03, 4.28, 4.93, 5.21, 6.54, 6.81, 6.83, 7.11, 7.26; IR (diffuse reflectance) 2970, 2932, 2403 (w), 2350 (w), 2334...